Task: describe an organic reaction: reactants, conditions, products, and yield. Dataset: the Open Reaction Database (ORD), a public repository of structured organic reaction records The reactants are [Li]CCCC, O=C1NC(Cc2ccccc2)CO1, C1CCOC1, [Cl-], [NH4+], O=C(Cl)C1CCCCO1. RXN SMILES: [CH2:14]([Li:15])[CH2:16][CH2:17][CH3:18].[CH2:1]([c:2]1[cH:3][cH:4][cH:5][cH:6][cH:7]1)[CH:8]1[NH:9][C:10](=[O:13])[O:11][CH2:12]1.[CH2:30]1[O:31][CH2:32][CH2:33][CH2:34]1.[Cl-:28].[NH4+:29].[O:19]1[CH:20]([C:25](=[O:26])[Cl:27])[CH2:21][CH2:22][CH2:23][CH2:24]1>>[CH2:1]([c:2]1[cH:3][cH:4][cH:5][cH:6][cH:7]1)[CH:8]1[N:9]([C:25]([CH:20]2[O:19][CH2:24][CH2:23][CH2:22][CH2:21]2)=[O:26])[C:10](=[O:13])[O:11][CH2:12]1. The product is O=C1OCC(Cc2ccccc2)N1C(=O)C1CCCCO1.